This data is from the Open Reaction Database (ORD), a public repository of structured organic reaction records. The task is: describe an organic reaction: reactants, conditions, products, and yield Reactants: CCCCC#CC=CCBr, CNCc1cccc(OCc2ccccc2)c1, CN(C)C=O, Cl, [Na+], [Na+], O=C([O-])[O-], O. The product is CCCCC#CC=CCN(C)Cc1cccc(OCc2ccccc2)c1. As a reaction SMILES: [Br:19][CH2:20][CH:21]=[CH:22][C:23]#[C:24][CH2:25][CH2:26][CH2:27][CH3:28].[CH3:2][NH:3][CH2:4][c:5]1[cH:6][c:7]([O:11][CH2:12][c:13]2[cH:14][cH:15][cH:16][cH:17][cH:18]2)[cH:8][cH:9][cH:10]1.[CH3:36][N:37]([CH3:38])[CH:39]=[O:40].[ClH:1].[Na+:29].[Na+:30].[O-:31][C:32](=[O:33])[O-:34].[OH2:35]>>[CH3:2][N:3]([CH2:4][c:5]1[cH:6][c:7]([O:11][CH2:12][c:13]2[cH:14][cH:15][cH:16][cH:17][cH:18]2)[cH:8][cH:9][cH:10]1)[CH2:20][CH:21]=[CH:22][C:23]#[C:24][CH2:25][CH2:26][CH2:27][CH3:28].